describe an organic reaction: reactants, conditions, products, and yield From a dataset of the Open Reaction Database (ORD), a public repository of structured organic reaction records. Reaction SMILES: [NH2:1][C:2]1[CH:7]=[CH:6][C:5]([C:8]2[CH:9]([CH3:15])[CH2:10][C:11](=[O:14])[NH:12][N:13]=2)=[CH:4][CH:3]=1.[N:16]([O-])=O.[Na+].[C:20](#[N:24])[CH2:21][C:22]#[N:23]>>[CH3:15][C@H:9]1[C:8]([C:5]2[CH:6]=[CH:7][C:2]([NH:1][N:16]=[C:21]([C:20]#[N:24])[C:22]#[N:23])=[CH:3][CH:4]=2)=[N:13][NH:12][C:11](=[O:14])[CH2:10]1 |f:1.2|. Procedure: reacting (−)-6-(4-aminophenyl)-4,5-dihydro-5-methyl-3-(2H)-pyridazinone of formula V with sodium nitrite and malononitrile under acidic conditions to obtain levosimendan of formula I. Starting materials: NC1=CC=C(C=C1)C=1C(CC(NN1)=O)C ((−)-6-(4-aminophenyl)-4,5-dihydro-5-methyl-3-(2H)-pyridazinone), N(=O)[O-].[Na+] (sodium nitrite), C(CC#N)#N (malononitrile). Product: C[C@@H]1CC(=O)NN=C1C=2C=CC(=CC2)NN=C(C#N)C#N (levosimendan).